Dataset: the Open Reaction Database (ORD), a public repository of structured organic reaction records. Task: describe an organic reaction: reactants, conditions, products, and yield The reactants are COCCOC, [O-][n+]1nc(Cl)nc2cc3c(cc21)CCO3, NCCCN1CCOCC1. Yields the product [O-][n+]1nc(NCCCN2CCOCC2)nc2cc3c(cc21)CCO3. RXN SMILES: [CH3:26][O:27][CH2:28][CH2:29][O:30][CH3:31].[Cl:1][c:2]1[n:3][n+:4]([O-:15])[c:5]2[c:6]([n:7]1)[cH:8][c:9]1[c:10]([cH:11]2)[CH2:12][CH2:13][O:14]1.[O:16]1[CH2:17][CH2:18][N:19]([CH2:22][CH2:23][CH2:24][NH2:25])[CH2:20][CH2:21]1>>[c:2]1([NH:25][CH2:24][CH2:23][CH2:22][N:19]2[CH2:18][CH2:17][O:16][CH2:21][CH2:20]2)[n:3][n+:4]([O-:15])[c:5]2[c:6]([n:7]1)[cH:8][c:9]1[c:10]([cH:11]2)[CH2:12][CH2:13][O:14]1.